Dataset: the Open Reaction Database (ORD), a public repository of structured organic reaction records. Task: describe an organic reaction: reactants, conditions, products, and yield The reactants are C1(CCC(=O)O1)=O (succinic anhydride), benzyl, C1(=CC=CC=C1)/C=1/C(=O)OC(\C1)=O (phenylmaleic anhydride), C1(C=2C(C(=O)O1)=CC=CC2)=O (phthalic anhydride), Cl/C=1/C(=O)OC(\C1)=O (chloromaleic anhydride), C1(C2C(C(=O)O1)CCC=C2)=O (tetrahydrophthalic anhydride), C1(\C(\C)=C/C(=O)O1)=O (citraconic anhydride), 4-chlorocyclohexane anhydride, C1(C2C(C(=O)O1)CCCC2)=O (hexahydrophthalic anhydride), phenyl, carbon alkyl, C1(\C=C/C(=O)O1)=O (maleic anhydride), cyano, C(CC)C1C(=O)OC(C1)=O (propylsuccinic anhydride), monoanhydrides, C(CCCCC)C1C(=O)OC(C1)=O (hexylsuccinic anhydride), methyltrihydrophthalic anhydride, CC1(C(=O)OC(C1CC1=CC=CC=C1)=O)C (α,α-dimethylbenzylsuccinic anhydride), monoanhydrides, C1(\C=C/C(=O)O1)=O (maleic anhydride), 1,2-dicarboxylic-cyclopentane, chloro, monoanhydrides, C1(C(=C)CC(=O)O1)=O (itaconic anhydride), mono and dimethylbenzyl, CC1C(=O)OC(C1)=O (methyl succinic anhydride), 1,2-dicarboxylic-4-cyanocyclohexane anhydride. Yields the product C1(\C=C/C(=O)O1)=O (maleic anhydride), C1=CCCC1 (cyclopentene), O1C=CC=C1 (furan), methyl. Reaction SMILES: [C:1]1(=[O:7])[O:6][C:4](=[O:5])[CH:3]=[CH:2]1.[C:8]1(=O)OC(=O)CC1.C1(=O)OC(=O)C=C1C.C1(=O)OC(=O)CC1=C.ClC1C(OC(=O)C=1)=O.CC1CC(=O)OC1=O.C(C1CC(=O)OC1=O)CC.C(C1CC(=O)OC1=O)CCCCC.C1(C2C(OC(=O)C=2)=O)C=CC=CC=1.CC1(C)C(CC2C=CC=CC=2)C(=O)OC1=O.C1(=O)OC(=O)C2=CC=CC=C12.C1(=O)OC(=O)C2CCC=CC12.C1(=O)OC(=O)C2CCCCC12>>[C:4]1(=[O:5])[O:6][C:1](=[O:7])[CH:2]=[CH:3]1.[CH:1]1[CH2:8][CH2:4][CH2:3][CH:2]=1.[O:6]1[CH:1]=[CH:2][CH:3]=[CH:4]1. Reported procedure: Desirable nonplasticizing monoanhydrides include maleic anhydride; succinic anhydride; and the one to six carbon alkyl, the chloro, the phenyl, the benzyl and the mono and dimethylbenzyl derivatives of maleic anhydride such as citraconic anhydride; itaconic anhydride; chloromaleic anhydride; methyl succinic anhydride; propylsuccinic anhydride, hexylsuccinic anhydride; phenylmaleic anhydride; α,α-dimethylbenzylsuccinic anhydride; and the like. Also desirable monoanhydrides include phthalic anhydr... Starting materials: CC(C)(C)c1cc(O)ccc1Br, ClC(Cl)Cl, S=C(Cl)Cl, [Na+], [OH-]. The product is CC(C)(C)c1cc(OC(=S)Cl)ccc1Br. RXN SMILES: [Br:1][c:2]1[c:3]([C:9]([CH3:10])([CH3:11])[CH3:12])[cH:4][c:5]([OH:8])[cH:6][cH:7]1.[CH:19]([Cl:20])([Cl:21])[Cl:22].[Cl:13][C:14]([Cl:15])=[S:16].[Na+:18].[OH-:17]>>[Br:1][c:2]1[c:3]([C:9]([CH3:10])([CH3:11])[CH3:12])[cH:4][c:5]([O:8][C:14]([Cl:13])=[S:16])[cH:6][cH:7]1.